From a dataset of the Open Reaction Database (ORD), a public repository of structured organic reaction records. describe an organic reaction: reactants, conditions, products, and yield Reactants: ClC1=C(C(=NS1)Cl)C(=O)O (dichloro-1,2-thiazole-4-carboxylic acid), S(O)(O)(=O)=O (sulfuric acid), CO (methanol). Yields the product ClC1=NSC(=C1C(=O)OC)Cl (Methyl 3,5-dichloro-1,2-thiazole-4-carboxylate). RXN SMILES: [Cl:1][C:2]1[S:6][N:5]=[C:4]([Cl:7])[C:3]=1[C:8]([OH:10])=[O:9].S(=O)(=O)(O)O.[CH3:16]O>>[Cl:7][C:4]1[C:3]([C:8]([O:10][CH3:16])=[O:9])=[C:2]([Cl:1])[S:6][N:5]=1. Procedure details: Into a 50-mL round-bottom flask, was placed dichloro-1,2-thiazole-4-carboxylic acid (400 mg, 2.02 mmol, 1.00 equiv), methanol (10 mL), sulfuric acid (2 mL). The resulting solution was heated to reflux overnight. The resulting mixture was concentrated under vacuum. The resulting solution was extracted with 3×20 mL of ethyl acetate and the organic layers combined and dried over anhydrous sodium sulfate. The solids were filtered out. The resulting mixture was concentrated under vacuum. The residue ... The reactants are CC1C=CC2=CC(C(C)(C)C)CC(O)C2C1(CCC1CC(C(C)(C)C)C(O[SiH](C)C)C(=O)O1)O[SiH](C)C, COC(C)(C)C(=O)O. Yields the product COC(C)(C)C(=O)OC1CC(C(C)(C)C)C=C2C=CC(C)C(CCC3CC(C(C)(C)C)C(O[SiH](C)C)C(=O)O3)(O[SiH](C)C)C21. As a reaction SMILES: [C:9]([CH3:10])([CH3:11])([CH3:12])[CH:13]1[CH:14]=[C:15]2[CH:16]=[CH:17][CH:18]([CH3:45])[C:19]([CH2:24][CH2:25][CH:26]3[CH2:27][CH:28]([C:37]([CH3:38])([CH3:39])[CH3:40])[CH:29]([O:33][SiH:34]([CH3:35])[CH3:36])[C:30](=[O:32])[O:31]3)([O:41][SiH:42]([CH3:43])[CH3:44])[CH:20]2[CH:21]([OH:23])[CH2:22]1.[CH3:1][O:2][C:3]([C:4](=[O:5])[OH:6])([CH3:7])[CH3:8]>>[CH3:1][O:2][C:3]([C:4]([O:5][CH:21]1[CH:20]2[C:15](=[CH:14][CH:13]([C:9]([CH3:10])([CH3:11])[CH3:12])[CH2:22]1)[CH:16]=[CH:17][CH:18]([CH3:45])[C:19]2([CH2:24][CH2:25][CH:26]1[CH2:27][CH:28]([C:37]([CH3:38])([CH3:39])[CH3:40])[CH:29]([O:33][SiH:34]([CH3:35])[CH3:36])[C:30](=[O:32])[O:31]1)[O:41][SiH:42]([CH3:43])[CH3:44])=[O:6])([CH3:7])[CH3:8]. Reaction conditions: time 1 hour. The product is CN(C(OCC=C(SCCCCCC)F)=O)C (3-fluoro-3-hexylthio-2-propenyl dimethylcarbamate). Procedure: To a slurry of sodium hydride (125 mg, 5.2 mmol) in 5 ml of THF and 2 ml of HMPA under N2 is added dimethylcarbamoyl chloride (0.37 ml, 430 mg, 4.0 mmol). The slurry is cooled in an ice bath and 3-fluoro-3-hexylthio-2-propen-1-ol (450 mg, 2.34 mmol) is added gradually. After 1 hour, the mixture is cautiously poured into water, extracted with ether and stripped to give 3-fluoro-3-hexylthio-2-propenyl dimethylcarbamate. Run in C1CCOC1 (THF), CN(C)P(=O)(N(C)C)N(C)C (HMPA). The reactants are [H-].[Na+] (sodium hydride), CN(C(=O)Cl)C (dimethylcarbamoyl chloride), O (water), FC(=CCO)SCCCCCC (3-fluoro-3-hexylthio-2-propen-1-ol). As a reaction SMILES: [H-].[Na+].[CH3:3][N:4]([CH3:8])[C:5](Cl)=[O:6].[F:9][C:10]([S:14][CH2:15][CH2:16][CH2:17][CH2:18][CH2:19][CH3:20])=[CH:11][CH2:12][OH:13].O>C1COCC1.CN(P(N(C)C)(N(C)C)=O)C>[CH3:3][N:4]([CH3:8])[C:5](=[O:6])[O:13][CH2:12][CH:11]=[C:10]([F:9])[S:14][CH2:15][CH2:16][CH2:17][CH2:18][CH2:19][CH3:20] |f:0.1|. Reactants: S(=O)(Cl)Cl (thionyl chloride), CO (methanol), COC1=CC=C2CCC(C(C2=C1)=O)CC(=O)O (7-methoxy-1-oxo-1,2,3,4-tetrahydronaphthalene-2-acetic acid). Conditions: time 10 minute. Product: COC1=CC=C2CCC(C(C2=C1)=O)CC(=O)OC (methyl 7-methoxy-1-oxo-1,2,3,4-tetrahydronaphthalene-2-acetate). As a reaction SMILES: S(Cl)(Cl)=O.[CH3:5][O:6][C:7]1[CH:16]=[C:15]2[C:10]([CH2:11][CH2:12][CH:13]([CH2:18][C:19]([OH:21])=[O:20])[C:14]2=[O:17])=[CH:9][CH:8]=1.[CH3:22]O>>[CH3:5][O:6][C:7]1[CH:16]=[C:15]2[C:10]([CH2:11][CH2:12][CH:13]([CH2:18][C:19]([O:21][CH3:22])=[O:20])[C:14]2=[O:17])=[CH:9][CH:8]=1. Procedure details: Under cooling, 1.8 ml of thionyl chloride was dropwise added slowly to 20 ml of methanol. After 10 minutes, 1.5 g of 7-methoxy-1-oxo-1,2,3,4-tetrahydronaphthalene-2-acetic acid was added and stirred overnight at room temperature. The solvent was distilled off under reduced pressure to obtain 1.6 g of methyl 7-methoxy-1-oxo-1,2,3,4-tetrahydronaphthalene-2-acetate. Starting materials: P(OCC)(OCC)OCC (triethyl phosphite), [I-].[Na+] (sodium iodide), P(OCC)(OCC)OCC (triethyl phosphite), ClCC1=C(C=CC=C1)C(F)(F)F (1-chloromethyl-2-trifluoromethyl-benzene). Run in C(C)#N (acetonitrile). Run at time 8 hour. Product: C(C)OP(OCC)(=O)CC1=C(C=CC=C1)C(F)(F)F ((2-Trifluoromethyl-benzyl)-phosphonic acid diethyl ester). Reaction SMILES: [I-].[Na+].Cl[CH2:4][C:5]1[CH:10]=[CH:9][CH:8]=[CH:7][C:6]=1[C:11]([F:14])([F:13])[F:12].[P:15]([O:22]CC)([O:19][CH2:20][CH3:21])[O:16][CH2:17][CH3:18]>C(#N)C>[CH2:17]([O:16][P:15]([CH2:4][C:5]1[CH:10]=[CH:9][CH:8]=[CH:7][C:6]=1[C:11]([F:14])([F:13])[F:12])(=[O:22])[O:19][CH2:20][CH3:21])[CH3:18] |f:0.1|. Procedure: To a suspension of sodium iodide (3.85 g, 25.6 mmol, 1 equiv.) in acetonitrile at room temperature under argon is added neat 1-chloromethyl-2-trifluoromethyl-benzene (commercially available from Acros Organics USA). To the resulting milky suspension is added freshly distilled triethyl phosphite (4.26 g, 25.6 mmol, 1 equiv.) and the resulting solution is stirred overnight at room temperature. After that time further triethyl phosphite (2.13 g, 12.9 mmol, 0.5 equiv.) is added and the reaction mixt... Reaction SMILES: [Br:1][c:2]1[cH:3][n:4][c:5]([NH2:7])[s:6]1.[CH3:15][OH:16].[CH3:8][C:9](=[O:10])[O:11][C:12](=[O:13])[CH3:14]>>[Br:1][c:2]1[cH:3][n:4][c:5]([NH:7][C:9]([CH3:8])=[O:10])[s:6]1. The reactants are Nc1ncc(Br)s1, CO, CC(=O)OC(C)=O. The product is CC(=O)Nc1ncc(Br)s1. Reactants: OC=1C(=CC=2C(CCC(C2C1)(C)C)(C)C)C(CC)=O (1-(3-hydroxy-5,5,8,8-tetramethyl-5,6,7,8-tetrahydro-naphthalen-2-yl)-propan-1-one), OC=1C(=CC=2C(CCC(C2C1)(C)C)(C)C)C(CC)=O (1-(3-hydroxy-5,5,8,8-tetramethyl-5,6,7,8-tetrahydro-naphthalen-2-yl)-propan-1-one), ClCOC (chloromethylmethyl ether). The solvent is CCN(C(C)C)C(C)C (i-Pr2NEt). Run at time 8 hour. The product is COCOC=1C(=CC=2C(CCC(C2C1)(C)C)(C)C)C(CC)=O (1-(3-Methoxymethoxy-5,5,8,8-tetramethyl-5,6,7,8-tetrahydro-naphthalen-2-yl)-propan-1-one). Yield: 91.6%. As a reaction SMILES: [OH:1][C:2]1[C:3]([C:16](=[O:19])[CH2:17][CH3:18])=[CH:4][C:5]2[C:6]([CH3:15])([CH3:14])[CH2:7][CH2:8][C:9]([CH3:13])([CH3:12])[C:10]=2[CH:11]=1.Cl[CH2:21][O:22][CH3:23]>CCN(C(C)C)C(C)C>[CH3:21][O:22][CH2:23][O:1][C:2]1[C:3]([C:16](=[O:19])[CH2:17][CH3:18])=[CH:4][C:5]2[C:6]([CH3:14])([CH3:15])[CH2:7][CH2:8][C:9]([CH3:12])([CH3:13])[C:10]=2[CH:11]=1. Procedure: To a solution of 1-(3-hydroxy-5,5,8,8-tetramethyl-5,6,7,8-tetrahydro-naphthalen-2-yl)-propan-1-one (Intermediate 13, 2.6 g, 10 mmol)) in i-Pr2NEt (28 mL) was added chloromethylmethyl ether (4.8 mL, 63 mmol). The mixture was stirred at ambient temperature for overnight, was quenched with 1M HCl, and extracted with EtOAc (×3). The combined organic layer was washed with brine, dried over MgSO4, and concentrated in vacuo. The residue was purified by flash column chromatography on silica gel (3% EtOA... Reactants: CSC=1N=NC2=C(N1)N=C(NC2=O)C2=C(C=CC=C2)OCCC (3-Methylthio-8-oxo-6-(2-propoxyphenyl)-7,8-dihydropyrimido[4,5-e][1,2,4]triazine), CN (methylamine). The solvent is industrial methylated spirit, C(Cl)(Cl)Cl (chloroform). Product: CNC=1N=NC2=C(N1)N=C(NC2=O)C2=C(C=CC=C2)OCCC (3-Methylamino-8 -oxo-6-(2-propoxyphenyl)-7,8-dihydropyrimido[4,5-e][1,2,4]triazine). Reaction SMILES: CS[C:3]1[N:4]=[N:5][C:6]2[C:12](=[O:13])[NH:11][C:10]([C:14]3[CH:19]=[CH:18][CH:17]=[CH:16][C:15]=3[O:20][CH2:21][CH2:22][CH3:23])=[N:9][C:7]=2[N:8]=1.[CH3:24][NH2:25]>C(Cl)(Cl)Cl>[CH3:24][NH:25][C:3]1[N:4]=[N:5][C:6]2[C:12](=[O:13])[NH:11][C:10]([C:14]3[CH:19]=[CH:18][CH:17]=[CH:16][C:15]=3[O:20][CH2:21][CH2:22][CH3:23])=[N:9][C:7]=2[N:8]=1. Procedure: 3-Methylthio-8-oxo-6-(2-propoxyphenyl)-7,8-dihydropyrimido[4,5-e][1,2,4]triazine (2.0 g) was treated with a solution of methylamine in industrial methylated spirit (33%, 30 ml) at 75° C. in a pressure vessel for 20 hours. The cooled reaction mixture was evaporated under reduced pressure to afford an oily solid which was dissolved in chloroform. The organic solution was washed with water, dried and evaporated under reduced pressure to afford a yellow oily solid which was eluted from a silica colu... The reactants are C(=O)NC1=CSC=C1 (3-Formylamino-thiophene), IN1C(CCC1=O)=O (N-iodosuccinimide). The solvent is ClC(Cl)(Cl)Cl (tetrachlormethane). Run at temperature 2.5 celsius. Yields the product IC=1SC=CC1NC=O (2-Iodo-3-formylaminothiophene). Yield: 90.5%. Reaction SMILES: [CH:1]([NH:3][C:4]1[CH:8]=[CH:7][S:6][CH:5]=1)=[O:2].[I:9]N1C(=O)CCC1=O>ClC(Cl)(Cl)Cl>[I:9][C:5]1[S:6][CH:7]=[CH:8][C:4]=1[NH:3][CH:1]=[O:2]. Reported procedure: 3-Formylamino-thiophene (21 g), N-iodosuccinimide (37.2 g) and tetrachlormethane (200 ml) were refluxed together for 3 hours. The reaction mixture was cooled to 0-5° C. and filtered. The solids were dissolved in ethyl acetate, washed three times with sodium hydroxide (10% solution), washed with brine and dried over sodium sulfate. Evaporation of the solvents and chromatography of the residue over silica gel (hexane:ethyl acetate 2:1) yielded 37.8 g of product (m.p. 100-107° C.) which was directl... Yields the product COC(=O)c1sc2c(sc3cc(Cl)ccc32)c1OCC(=O)OC(C)(C)C. The reactants are CC(C)(C)OC(=O)CBr, COC(=O)c1sc2c(sc3cc(Cl)ccc32)c1O, CN(C)C=O, O. As a reaction SMILES: [Br:1][CH2:2][C:3](=[O:4])[O:5][C:6]([CH3:7])([CH3:8])[CH3:9].[CH3:10][O:11][C:12](=[O:13])[c:14]1[c:15]([OH:27])[c:16]2[c:17]([c:18]3[cH:19][cH:20][c:21]([Cl:25])[cH:22][c:23]3[s:24]2)[s:26]1.[O:29]=[CH:30][N:31]([CH3:32])[CH3:33].[OH2:28]>>[CH2:2]([C:3](=[O:4])[O:5][C:6]([CH3:7])([CH3:8])[CH3:9])[O:27][c:15]1[c:14]([C:12]([O:11][CH3:10])=[O:13])[s:26][c:17]2[c:16]1[s:24][c:23]1[c:18]2[cH:19][cH:20][c:21]([Cl:25])[cH:22]1.